From a dataset of the Open Reaction Database (ORD), a public repository of structured organic reaction records. describe an organic reaction: reactants, conditions, products, and yield The reactants are CC1(OB(OC1(C)C)C1=CCN(CC1)C(=O)OC(C)(C)C)C (tert-butyl 4-(4,4,5,5-tetramethyl-1,3,2-dioxaborolan-2-yl)-5,6-dihydropyridine-1(2H)-carboxylate), ClC1=CC(=C(C=C1)[N+](=O)[O-])OC (4-chloro-2-methoxy-1-nitrobenzene), C([O-])([O-])=O.[Na+].[Na+] (sodium carbonate). The reagents and catalysts are Cl[Pd]([P](C1=CC=CC=C1)(C2=CC=CC=C2)C3=CC=CC=C3)([P](C4=CC=CC=C4)(C5=CC=CC=C5)C6=CC=CC=C6)Cl (dichlorobis(triphenylphosphine)palladium). The solvent is O (water), C(OC)COC (dimethoxyethane). Run at temperature 130 celsius. Yields the product COC=1C=C(C=CC1[N+](=O)[O-])C1=CCN(CC1)C(=O)OC(C)(C)C (tert-butyl 4-(3-methoxy-4-nitrophenyl)-5,6-dihydropyridine-1(2H)-carboxylate). Reaction SMILES: CC1(C)C(C)(C)OB([C:9]2[CH2:14][CH2:13][N:12]([C:15]([O:17][C:18]([CH3:21])([CH3:20])[CH3:19])=[O:16])[CH2:11][CH:10]=2)O1.Cl[C:24]1[CH:29]=[CH:28][C:27]([N+:30]([O-:32])=[O:31])=[C:26]([O:33][CH3:34])[CH:25]=1.C(=O)([O-])[O-].[Na+].[Na+]>O.C(COC)OC.Cl[Pd](Cl)([P](C1C=CC=CC=1)(C1C=CC=CC=1)C1C=CC=CC=1)[P](C1C=CC=CC=1)(C1C=CC=CC=1)C1C=CC=CC=1>[CH3:34][O:33][C:26]1[CH:25]=[C:24]([C:9]2[CH2:14][CH2:13][N:12]([C:15]([O:17][C:18]([CH3:19])([CH3:20])[CH3:21])=[O:16])[CH2:11][CH:10]=2)[CH:29]=[CH:28][C:27]=1[N+:30]([O-:32])=[O:31] |f:2.3.4,^1:50,69|. Reported procedure: Into a 5 mL microwave tube was charged tert-butyl 4-(4,4,5,5-tetramethyl-1,3,2-dioxaborolan-2-yl)-5,6-dihydropyridine-1(2H)-carboxylate (0.247 g, 0.800 mmol), 4-chloro-2-methoxy-1-nitrobenzene (0.100 g, 0.533 mmol), dichlorobis(triphenylphosphine)palladium (II) (0.019 g, 0.027 mmol), sodium carbonate (0.113 g, 1.066 mmol) in water (0.889 ml) and dimethoxyethane (2.3 ml). The reaction mixture was heated at 130° C. for 20 minutes in a Biotage microwave reactor. The solids were filtered off and the... Starting materials: C1OC=2C=C(C=CC2O1)C(CN)C(C1=CC=CC=C1)C1=CC=CC=C1 (2-(3,4-methylenedioxyphenyl)-3,3-diphenylpropylamine), C1CCOC1 (THF), solution, CC(C)C[AlH]CC(C)C (DiBAL), Cl (HCl). Solvent: C(C)O (ethanol). Reaction conditions: temperature -70 celsius, time 1 hour. Yields the product Compound 98, C1OC=2C=C(C=CC2O1)C(C=O)C(C1=CC=CC=C1)C1=CC=CC=C1 (2-(3,4-methylenedioxyphenyl)-3,3-diphenylpropionaldehyde). Reaction SMILES: [CH2:1]1[O:9][C:8]2[CH:7]=[CH:6][C:5]([CH:10]([CH:13]([C:20]3[CH:25]=[CH:24][CH:23]=[CH:22][CH:21]=3)[C:14]3[CH:19]=[CH:18][CH:17]=[CH:16][CH:15]=3)[CH2:11]N)=[CH:4][C:3]=2[O:2]1.C1C[O:29]CC1.CC(C[AlH]CC(C)C)C.Cl>C(O)C>[CH2:1]1[O:9][C:8]2[CH:7]=[CH:6][C:5]([CH:10]([CH:13]([C:20]3[CH:25]=[CH:24][CH:23]=[CH:22][CH:21]=3)[C:14]3[CH:19]=[CH:18][CH:17]=[CH:16][CH:15]=3)[CH:11]=[O:29])=[CH:4][C:3]=2[O:2]1. Procedure: Compound 98 was prepared as follows: A mixture of 2-(3,4-methylenedioxyphenyl)-3,3-diphenylpropylamine (18.0 g, 0.055 mol) and anhydrous THF (120 mL) at −70° C. was treated dropwise with a 1.0M solution of DiBAL (100 mL, 0.110 mol). The reaction was stirred for 1 hour at −70° C. and then at 25° C. for 1.5 hours. The reaction was cooled to 0° C. and treated with ethanol (20 mL) followed by 10% aqueous HCl (150 mL). Extraction with ethyl acetate, drying over anhydrous MgSO4, evaporation and purifi... The yield is 79.3%. The product is CC1=C(C=C(C=C1)N)C(=O)NS(=O)(=O)C (2-Methyl-1-(methylsulphonylaminocarbonyl)-5-aminobenzene). The reagents and catalysts are [Pd] (palladium on carbon). Procedure details: In the same way as that described in Example 11, Step 2, using 2-methyl-1-(methylsulphonylaminocarbonyl)-5-nitrobenzene (3 g, 11.6 mmol), 10% palladium on carbon (0.3 g, 10% (w/w)) in water (2 ml) and ethanol (100 ml), the title compound (2.1 g, 79%) was afforded as a pale yellow crystalline solid. mp 174°-176° C. 1H NMR (360 MHz, D6-DMSO) δ 2.17 (3H, s), 3.32 (3H, s), 6.61 (1H, dd, J=8.1 and 2.5 Hz), 6.67 (1H, d, J=2.4 Hz), 6.92 (1H, d, J=8.2 Hz). Reaction SMILES: [CH3:1][C:2]1[CH:7]=[CH:6][C:5]([N+:8]([O-])=O)=[CH:4][C:3]=1[C:11]([NH:13][S:14]([CH3:17])(=[O:16])=[O:15])=[O:12]>[Pd].O.C(O)C>[CH3:1][C:2]1[CH:7]=[CH:6][C:5]([NH2:8])=[CH:4][C:3]=1[C:11]([NH:13][S:14]([CH3:17])(=[O:16])=[O:15])=[O:12]. Solvent: C(C)O (ethanol), O (water). Starting materials: CC1=C(C=C(C=C1)[N+](=O)[O-])C(=O)NS(=O)(=O)C (2-methyl-1-(methylsulphonylaminocarbonyl)-5-nitrobenzene). Reactants: C(C)C=1C=C2C=C(C(OC2=CC1O)C(F)(F)F)C(=O)O (6-ethyl-7-hydroxy-2-(trifluoromethyl)-2H-chromene-3-carboxylic acid), S(=O)(=O)(Cl)Cl (sulfuryl chloride). Solvent: ClCCl (dichloromethane). Run at time 1 hour. Yields the product ClC1=C2C=C(C(OC2=CC(=C1CC)O)C(F)(F)F)C(=O)O (5-Chloro-6-ethyl-7-hydroxy-2-(trifluoromethyl)-2H-chromene-3-carboxylic acid). Yield: 53.1%. As a reaction SMILES: [CH2:1]([C:3]1[CH:4]=[C:5]2[C:10](=[CH:11][C:12]=1[OH:13])[O:9][CH:8]([C:14]([F:17])([F:16])[F:15])[C:7]([C:18]([OH:20])=[O:19])=[CH:6]2)[CH3:2].S(Cl)([Cl:24])(=O)=O>ClCCl>[Cl:24][C:4]1[C:3]([CH2:1][CH3:2])=[C:12]([OH:13])[CH:11]=[C:10]2[C:5]=1[CH:6]=[C:7]([C:18]([OH:20])=[O:19])[CH:8]([C:14]([F:15])([F:16])[F:17])[O:9]2. Procedure details: To a mixture of 100 mg (0.35 mmol) of 6-ethyl-7-hydroxy-2-(trifluoromethyl)-2H-chromene-3-carboxylic acid in 5 mL of anhydrous dichloromethane was added dropwise a solution of 0.42 mL (1.0 M in dichloromethane, 0.42 mmol) sulfuryl chloride. The resulting solution was stirred at room temperature for one hour. The sample was concd and the residue purified on a silica gel column with ethyl acetate:hexane: acetic acid to give 60 mg (52%) of a light yellow solid: 1H NMR(CDCl3/400 MHz) 7.71(s, 1H), 6.... The reactants are OC1=CC=C(C(=O)OCC=C)C=C1 (allyl 4-hydroxybenzoate), CC1(C=2C=CC(=CC2C(CC1)(C)C)C=CC(=O)Cl)C (3-(5,6,7,8-tetrahydro-5,5,8,8-tetramethyl-2-naphthyl)acryloyl chloride), CC1(C=2C=CC(=CC2C(CC1)(C)C)C=CC(=O)OC1=C(C(=O)[O-])C=CC=C1)C (2-[3-(5,5,8,8-tetramethyl-5,6,7,8-tetrahydro-2-naphthyl)acryloyloxy]benzoate). The product is CC1(C=2C=CC(=CC2C(CC1)(C)C)/C=C/C(=O)OC1=C(C(=O)OCC=C)C=CC=C1)C (Allyl (E)-2-[3-(5,5,8,8-tetramethyl-5,6,7,8-tetrahydro-2-naphthyl)acryloyloxy]benzoate). As a reaction SMILES: O[C:2]1[CH:13]=[CH:12][C:5]([C:6]([O:8][CH2:9][CH:10]=[CH2:11])=[O:7])=[CH:4][CH:3]=1.CC1(C)CCC(C)(C)C2C=C(C=CC(Cl)=O)C=CC1=2.[CH3:33][C:34]1([CH3:60])[CH2:43][CH2:42][C:41]([CH3:45])([CH3:44])[C:40]2[CH:39]=[C:38]([CH:46]=[CH:47][C:48]([O:50]C3C=CC=CC=3C([O-])=O)=[O:49])[CH:37]=[CH:36][C:35]1=2>>[CH3:33][C:34]1([CH3:60])[CH2:43][CH2:42][C:41]([CH3:44])([CH3:45])[C:40]2[CH:39]=[C:38](/[CH:46]=[CH:47]/[C:48]([O:50][C:12]3[CH:13]=[CH:2][CH:3]=[CH:4][C:5]=3[C:6]([O:8][CH2:9][CH:10]=[CH2:11])=[O:7])=[O:49])[CH:37]=[CH:36][C:35]1=2. Procedure: In a similar manner to that of Example 11(b), by reaction of 710 mg (4 mmol) of allyl 4-hydroxybenzoate with 1 g (3.62 mmol) of 3-(5,6,7,8-tetrahydro-5,5,8,8-tetramethyl-2-naphthyl)acryloyl chloride obtained in Example 1(c), 500 mg (33%) of allyl E)-2-[3-(5,5,8,8-tetramethyl-5,6,7,8-tetrahydro-2-naphthyl)acryloyloxy]benzoate, with a melting point of 92-3° C., are obtained.